This data is from the Open Reaction Database (ORD), a public repository of structured organic reaction records. The task is: describe an organic reaction: reactants, conditions, products, and yield The reactants are [Br-], CCCCCSCCCS, CC(C)(C)[Si](C)(C)OCCCCC[P+](c1ccccc1)(c1ccccc1)c1ccccc1, CC12CCC3c4ccc(O)cc4CC(CCCCCCOS(C)(=O)=O)C3C1CCC2O. Product: CCCCCSCCCSCCCCCCC1Cc2cc(O)ccc2C2CCC3(C)C(O)CCC3C12. Reaction SMILES: [Br-:32].[CH2:65]([CH2:66][CH2:67][CH2:68][CH3:69])[S:70][CH2:71][CH2:72][CH2:73][SH:74].[CH3:33][Si:34]([CH3:35])([C:36]([CH3:37])([CH3:38])[CH3:39])[O:40][CH2:41][CH2:42][CH2:43][CH2:44][CH2:45][P+:46]([c:47]1[cH:48][cH:49][cH:50][cH:51][cH:52]1)([c:53]1[cH:54][cH:55][cH:56][cH:57][cH:58]1)[c:59]1[cH:60][cH:61][cH:62][cH:63][cH:64]1.[S:1]([O:2][CH2:6][CH2:7][CH2:8][CH2:9][CH2:10][CH2:11][CH:12]1[CH:13]2[CH:14]3[CH2:15][CH2:16][CH:17]([OH:31])[C:18]3([CH3:19])[CH2:20][CH2:21][CH:22]2[c:23]2[cH:24][cH:25][c:26]([OH:30])[cH:27][c:28]2[CH2:29]1)([CH3:3])(=[O:4])=[O:5]>>[CH2:6]([CH2:7][CH2:8][CH2:9][CH2:10][CH2:11][CH:12]1[CH:13]2[CH:14]3[CH2:15][CH2:16][CH:17]([OH:31])[C:18]3([CH3:19])[CH2:20][CH2:21][CH:22]2[c:23]2[cH:24][cH:25][c:26]([OH:30])[cH:27][c:28]2[CH2:29]1)[S:74][CH2:73][CH2:72][CH2:71][S:70][CH2:65][CH2:66][CH2:67][CH2:68][CH3:69].